Dataset: the Open Reaction Database (ORD), a public repository of structured organic reaction records. Task: describe an organic reaction: reactants, conditions, products, and yield The reactants are [N+](=[N-])=C (diazomethane), C(C1=CC=CC=C1)(=O)O (benzoic acid), [OH-].[K+] (potassium hydroxide), N(=O)CNCNC(OC(C)C)=O (isopropyl N-[(N-nitrosomethylamino)methyl]carbamate). The solvent is CCOCC (ether), CCOCC (ether), CCOCC (ether), C(COCCO)O (diethylene glycol), O (water), CCOCC (ether), CCOCC (ether), CCOCC (ether), CCOCC (ether), CCOCC (ether). Yields the product C(C1=CC=CC=C1)(=O)OC (methyl benzoate). The yield is 81.0%. Reaction SMILES: [OH-].[K+].N([CH2:5]NCNC(=O)OC(C)C)=O.[N+](=C)=[N-].[C:18]([OH:26])(=[O:25])[C:19]1[CH:24]=[CH:23][CH:22]=[CH:21][CH:20]=1>C(O)COCCO.O.CCOCC>[C:18]([O:26][CH3:5])(=[O:25])[C:19]1[CH:24]=[CH:23][CH:22]=[CH:21][CH:20]=1 |f:0.1|. Reported procedure: To a solution obtained by dissolving 4.2 g of potassium hydroxide in a mixed solvent of 15 ml of diethylene glycol (DEG) and 3 ml of water, 50 ml of ether was added. The temperature of a water bath was maintained at 45°-50° C. and when the ether began to be distilled out, a solution prepared by dissolving 8.8 g of isopropyl N-[(N-nitrosomethylamino)methyl]carbamate in 70 ml of ether was added dropwise thereto. The ether fraction rapidly changed to yellow. After adding dropwise for 15-20 minutes,... Conditions: temperature 50 celsius. Procedure: 62.4 g of aluminum chloride (mol. Wt. 133.34; 468.0 mmol), 450.0 g of 1,2-dichlorobenzene (mol. Wt. 147.00; 3,061 mmol), and about 48.00 g of 2-fluoro-m-xylene (mol. Wt. 124.16; 386.6 mmol) were charged to a 2 liter Parr®-brand 4522 stainless steel reaction vessel. To this mixture was added 5 drops of concentrated HCl. The vessel was sealed, heated to 50° C., and purged three times with carbon monoxide with the pressure of the vessel increased to 100 psi for each purging. After the third purge, ... Solvent: Parr®-brand 4522. Product: FC=1C(=C(C=O)C=CC1C)C (3-fluoro-2,4-dimethylbenzaldehyde). The reactants are [Cl-].[Al+3].[Cl-].[Cl-] (aluminum chloride), ClC1=C(C=CC=C1)Cl (1,2-dichlorobenzene), FC1=C(C=CC=C1C)C (2-fluoro-m-xylene), stainless steel, FC1=C(C=C(C=O)C=C1C)C (4-fluoro-3,5-dimethylbenzaldehyde). The reagents and catalysts are Cl (HCl). The yield is 68.6%. RXN SMILES: [Cl-].[Al+3].[Cl-].[Cl-].ClC1C=CC=CC=1Cl.[F:13][C:14]1[C:19]([CH3:20])=[CH:18][CH:17]=[CH:16][C:15]=1[CH3:21].FC1C(C)=CC([CH:27]=[O:28])=CC=1C>Cl>[F:13][C:14]1[C:19]([CH3:20])=[C:18]([CH:17]=[CH:16][C:15]=1[CH3:21])[CH:27]=[O:28] |f:0.1.2.3|.